Task: describe an organic reaction: reactants, conditions, products, and yield. Dataset: the Open Reaction Database (ORD), a public repository of structured organic reaction records Reactants: N1=CC(=CC=C1)C=CC#N (3-(3-pyridyl)-acrylonitrile). The reagents and catalysts are [Pd] (Pd/C). Solvent: C(C)O (ethanol). Yields the product N1=CC(=CC=C1)CCC#N (3-(3-pyridyl)propionitrile). Yield: 76.3%. RXN SMILES: [N:1]1[CH:6]=[CH:5][CH:4]=[C:3]([CH:7]=[CH:8][C:9]#[N:10])[CH:2]=1>C(O)C.[Pd]>[N:1]1[CH:6]=[CH:5][CH:4]=[C:3]([CH2:7][CH2:8][C:9]#[N:10])[CH:2]=1. Procedure details: 49.5 g (0.38 mol) of 3-(3-pyridyl)-acrylonitrile is dissolved in 428 ml of ethanol, 9.5 g of 10% Pd/C is added and hydrogenated under normal pressure. After the requisite hydrogen absorption, it is filtered off, and the filtrate is concentrated by evaporation in a vacuum. Chromatography (CH2Cl2→CH2Cl2/acetone 1:4) yields 38.3 g (76%) of 3-(3-pyridyl)propionitrile.